Dataset: the Open Reaction Database (ORD), a public repository of structured organic reaction records. Task: describe an organic reaction: reactants, conditions, products, and yield The reactants are CC(=O)N1CCc2nc(Nc3nc(-c4ccccc4)cs3)nc(-c3ccccc3)c2C1, CCO, Cl, O. Product: Cl, c1ccc(-c2csc(Nc3nc4c(c(-c5ccccc5)n3)CNCC4)n2)cc1. Reaction SMILES: [C:1](=[O:2])([CH3:3])[N:4]1[CH2:5][CH2:6][c:7]2[c:8]([c:10](-[c:26]3[cH:27][cH:28][cH:29][cH:30][cH:31]3)[n:11][c:12]([NH:14][c:15]3[s:16][cH:17][c:18](-[c:20]4[cH:21][cH:22][cH:23][cH:24][cH:25]4)[n:19]3)[n:13]2)[CH2:9]1.[CH3:34][CH2:35][OH:36].[ClH:32].[OH2:33]>>[ClH:32].[NH:4]1[CH2:5][CH2:6][c:7]2[c:8]([c:10](-[c:26]3[cH:27][cH:28][cH:29][cH:30][cH:31]3)[n:11][c:12]([NH:14][c:15]3[s:16][cH:17][c:18](-[c:20]4[cH:21][cH:22][cH:23][cH:24][cH:25]4)[n:19]3)[n:13]2)[CH2:9]1. Reactants: steel, N(=O)[O-].[Na+] (Sodium nitrite), C(C)(C)(C)C1=CC=C(N)C=C1 (4-tert-butyl aniline), N1=CC=CC=C1.F (hydrogen fluoride-pyridine). Reaction conditions: time 1 hour. Product: C(C)(C)(C)C1=CC=C(C=C1)F (1-tert-butyl-4-fluorobenzene). Reaction SMILES: [C:1]([C:5]1[CH:11]=[CH:10][C:8](N)=[CH:7][CH:6]=1)([CH3:4])([CH3:3])[CH3:2].N1C=CC=CC=1.[FH:18].N([O-])=O.[Na+]>>[C:1]([C:5]1[CH:11]=[CH:10][C:8]([F:18])=[CH:7][CH:6]=1)([CH3:4])([CH3:3])[CH3:2] |f:1.2,3.4|. Reported procedure: In a steel bomb were combined 4-tert-butyl aniline (1 eq) and 70% hydrogen fluoride-pyridine (25 g/gm aniline). Sodium nitrite (1.5 eq) was then added portion wise over 5 minutes. The resulting solution was allowed to stir for 1 h at room temperature and then the bomb was sealed and heated at 85° C. for 1 h. Solution was then quenched with water/ice and extracted with ethyl ether. Organics washed with brine and dried with sodium sulfate and concentrated to afford 1-tert-butyl-4-fluorobenzene. The reactants are C(C1=CC=CC=C1)OC=1C=C(C=C(C1)C1=CC=C(C=C1)C(F)(F)F)CC(=O)O ((5-benzyloxy-4′-trifluoromethyl-biphenyl-3-yl)-acetic acid), N1(CCCC1)S(=O)(=O)C1=CC=C(CO)C=C1 (4-(pyrrolidine-1-sulfonyl)-benzyl alcohol), N1(CCCC1)S(=O)(=O)C1=CC=C(COC=2C=C(C=C(C2)C2=CC=C(C=C2)C(F)(F)F)CC(=O)O)C=C1 (5-[4-(pyrrolidine-1-sulfonyl)-benzyloxy]-4′-trifluoromethyl-biphenyl-3-yl-acetic acid), C(C1=CC=CC=C1)O (benzyl alcohol). Yields the product N1(CCCC1)S(=O)(=O)C1=CC=C(COC=2C=C(C=C(C2)C2=CC=C(C=C2)C(F)(F)F)C(C(=O)O)CCC)C=C1 (2-{5-[4-(pyrrolidine-1-sulfonyl)-benzyloxy]-4′-trifluoromethyl-biphenyl-3-yl}-pentanoic acid). Reaction SMILES: [CH2:1](OC1C=C(CC(O)=O)C=C(C2C=CC(C(F)(F)F)=CC=2)C=1)[C:2]1C=CC=C[CH:3]=1.[N:29]1([S:34]([C:37]2[CH:64]=[CH:63][C:40]([CH2:41][O:42][C:43]3[CH:44]=[C:45]([CH2:59][C:60]([OH:62])=[O:61])[CH:46]=[C:47]([C:49]4[CH:54]=[CH:53][C:52]([C:55]([F:58])([F:57])[F:56])=[CH:51][CH:50]=4)[CH:48]=3)=[CH:39][CH:38]=2)(=[O:36])=[O:35])[CH2:33][CH2:32][CH2:31][CH2:30]1.C(O)C1C=CC=CC=1.N1(S(C2C=CC(CO)=CC=2)(=O)=O)CCCC1>>[N:29]1([S:34]([C:37]2[CH:38]=[CH:39][C:40]([CH2:41][O:42][C:43]3[CH:44]=[C:45]([CH:59]([CH2:1][CH2:2][CH3:3])[C:60]([OH:62])=[O:61])[CH:46]=[C:47]([C:49]4[CH:54]=[CH:53][C:52]([C:55]([F:57])([F:58])[F:56])=[CH:51][CH:50]=4)[CH:48]=3)=[CH:63][CH:64]=2)(=[O:35])=[O:36])[CH2:33][CH2:32][CH2:31][CH2:30]1. Procedure details: Procedure as for example 110 replacing (5-benzyloxy-4′-trifluoromethyl-biphenyl-3-yl)-acetic acid with 5-[4-(pyrrolidine-1-sulfonyl)-benzyloxy]-4′-trifluoromethyl-biphenyl-3-yl-acetic acid, itself made according to the procedure of example 9 replacing benzyl alcohol with 4-(pyrrolidine-1-sulfonyl)-benzyl alcohol, afforded 2-{5-[4-(pyrrolidine-1-sulfonyl)-benzyloxy]-4′-trifluoromethyl-biphenyl-3-yl}-pentanoic acid, LC method B, retention time 12.6 min. Starting materials: [N+](=O)([O-])C1=CC=C(C[C@H]2C(N(C(N2)=O)N([C@@H](CC(O)=O)C(=O)N[C@@H](C(C)C)C(=O)O)C(C)=O)=O)C=C1 ((5-(S)-(4-nitrobenzyl)-2,4-dioxoimidazolidin-3-yl)-acetyl-L-aspartyl-L-valine), Pd on-charcoal. Procedure: 220 mg (0.43 mmol) of (5-(S)-(4-nitrobenzyl)-2,4-dioxoimidazolidin-3-yl)-acetyl-L-aspartyl-L-valine are dissolved in 50 ml of methanol. After addition of 10 mg of 10% strength Pd-on-charcoal, the mixture is hydrogenated at room temperature for 3 hours, the catalyst is filtered off, the filtrate is concentrated and the product is freeze-dried. The product is NC1=CC=C(C[C@H]2C(N(C(N2)=O)N([C@@H](CC(O)=O)C(=O)N[C@@H](C(C)C)C(=O)O)C(C)=O)=O)C=C1 ((5-(S)-(4-Aminobenzyl)-2,4-dioxoimidazolidin-3-yl)-acetyl-L-aspartyl-L-valine). The solvent is CO (methanol). RXN SMILES: [N+:1]([C:4]1[CH:36]=[CH:35][C:7]([CH2:8][C@@H:9]2[NH:13][C:12](=[O:14])[N:11]([N:15]([C:31](=[O:33])[CH3:32])[C@H:16]([C:21]([NH:23][C@H:24]([C:28]([OH:30])=[O:29])[CH:25]([CH3:27])[CH3:26])=[O:22])[CH2:17][C:18](=[O:20])[OH:19])[C:10]2=[O:34])=[CH:6][CH:5]=1)([O-])=O>CO>[NH2:1][C:4]1[CH:5]=[CH:6][C:7]([CH2:8][C@@H:9]2[NH:13][C:12](=[O:14])[N:11]([N:15]([C:31](=[O:33])[CH3:32])[C@H:16]([C:21]([NH:23][C@H:24]([C:28]([OH:30])=[O:29])[CH:25]([CH3:27])[CH3:26])=[O:22])[CH2:17][C:18](=[O:19])[OH:20])[C:10]2=[O:34])=[CH:35][CH:36]=1. Conditions: time 3 hour.